This data is from the Open Reaction Database (ORD), a public repository of structured organic reaction records. The task is: describe an organic reaction: reactants, conditions, products, and yield Starting materials: [Br-], CS(=O)(=O)c1ccc(Cn2c(C=O)c(-c3ccccc3)c3cc(Br)ccc3c2=O)cc1, C1CCOC1, C[Mg+], O. The product is CC(O)c1c(-c2ccccc2)c2cc(Br)ccc2c(=O)n1Cc1ccc(S(C)(=O)=O)cc1. As a reaction SMILES: [Br-:32].[Br:1][c:2]1[cH:3][c:4]2[c:5](-[c:26]3[cH:27][cH:28][cH:29][cH:30][cH:31]3)[c:6]([CH:24]=[O:25])[n:7]([CH2:13][c:14]3[cH:15][cH:16][c:17]([S:20](=[O:21])(=[O:22])[CH3:23])[cH:18][cH:19]3)[c:8](=[O:12])[c:9]2[cH:10][cH:11]1.[CH2:36]1[O:37][CH2:38][CH2:39][CH2:40]1.[CH3:33][Mg+:34].[OH2:35]>>[Br:1][c:2]1[cH:3][c:4]2[c:5](-[c:26]3[cH:27][cH:28][cH:29][cH:30][cH:31]3)[c:6]([CH:24]([OH:25])[CH3:33])[n:7]([CH2:13][c:14]3[cH:15][cH:16][c:17]([S:20](=[O:21])(=[O:22])[CH3:23])[cH:18][cH:19]3)[c:8](=[O:12])[c:9]2[cH:10][cH:11]1. Reactants: N1=C(C=CC=C1)NC=1SC=CN1 (Pyridin-2-yl-thiazol-2-yl-amine), C(=O)(O)[O-].[Na+] (NaHCO3), C(C)(=O)O (acetic acid), BrBr (Bromine). Solvent: O (H2O). Conditions: time 15 minute. The product is BrC1=CN=C(S1)NC1=NC=CC=C1 ((5-Bromo-thiazol-2-yl)-pyridin-2-yl-amine). Reaction SMILES: [N:1]1[CH:6]=[CH:5][CH:4]=[CH:3][C:2]=1[NH:7][C:8]1[S:9][CH:10]=[CH:11][N:12]=1.C(O)(=O)C.[Br:17]Br.C([O-])(O)=O.[Na+]>O>[Br:17][C:10]1[S:9][C:8]([NH:7][C:2]2[CH:3]=[CH:4][CH:5]=[CH:6][N:1]=2)=[N:12][CH:11]=1 |f:3.4|. Reported procedure: To a flask containing pyridin-2-yl-thiazol-2-yl-amine (5-2, 3.92 g, 0.0221 mol) was added acetic acid. Bromine (1.14 mL, 0.0221 mol) was then added dropwise to the stirred solution at ambient temperature. The reaction was stirred for 15 min, resulting in an orange-white precipitate. At 15 min, 100 mL H2O were added and solid NaHCO3 introduced, causing a large amount of foaming. The product was obtained as a tan colored precipitate, which was washed with 1.5 L H2O and dried under high vacuum over... The reactants are C(C1=CC=CC=C1)(=O)OC1(C(N(C2=CC=C(C=C12)C)CCCC(C)C)=O)CC1=C(C=C(C=C1)OC)O (3-(2-hydroxy-4-methoxybenzyl)-5-methyl-1-(4-methylpentyl)-2-oxoindolin-3-yl benzoate), C26H25NO5, C(C1=CC=CC=C1)(=O)OC1C(N(C2=CC=C(C=C12)C)CC)=O (1-ethyl-5-methyl-2-oxoindolin-3-yl benzoate), tert-butyl (2-(hydroxymethyl)-4-methoxyphenyl)carbonate. Yields the product C(C1=CC=CC=C1)(=O)OC1(C(N(C2=CC=C(C=C12)C)CC)=O)CC1=C(C=CC(=C1)OC)O (1-ethyl-3-(2-hydroxy-5-methoxybenzyl)-5-methyl-2-oxoindolin-3-yl benzoate). RXN SMILES: [C:1]([O:9][C:10]1([CH2:27][C:28]2[CH:33]=[CH:32][C:31](OC)=[CH:30][C:29]=2[OH:36])[C:18]2[C:13](=[CH:14][CH:15]=[C:16]([CH3:19])[CH:17]=2)[N:12]([CH2:20][CH2:21]CC(C)C)[C:11]1=[O:26])(=[O:8])[C:2]1[CH:7]=[CH:6][CH:5]=[CH:4][CH:3]=1.[C:37](OC1C2C(=CC=C(C)C=2)N(CC)C1=O)(=[O:44])C1C=CC=CC=1>>[C:1]([O:9][C:10]1([CH2:27][C:28]2[CH:33]=[C:32]([O:44][CH3:37])[CH:31]=[CH:30][C:29]=2[OH:36])[C:18]2[C:13](=[CH:14][CH:15]=[C:16]([CH3:19])[CH:17]=2)[N:12]([CH2:20][CH3:21])[C:11]1=[O:26])(=[O:8])[C:2]1[CH:3]=[CH:4][CH:5]=[CH:6][CH:7]=1. Reported procedure: This compound was prepared in a similar manner to 3-(2-hydroxy-4-methoxybenzyl)-5-methyl-1-(4-methylpentyl)-2-oxoindolin-3-yl benzoate by reacting 1-ethyl-5-methyl-2-oxoindolin-3-yl benzoate with tert-butyl (2-(hydroxymethyl)-4-methoxyphenyl)carbonate. 1H-NMR δ 8.05 (d, 2H), 7.58 (t, 1H), 7.45 (t, 2H), 7.13 (m, 2H), 6.8 (d, 1H), 6.65 (m, 2H), 6.03 (d, 1H), 5.87 (bs, OH), 3.78 (m, 1H), 3.67 (d, 1H), 3.52 (m, 1H), 3.39 (s, 3H), 3.29 (d, 1H), 2.32 (s, 3H), 0.92 (t, 3H). Calculated mass for C26H25NO... Starting materials: [Br-], CCC#N, C=CC[Mg+], C=CCC(CC)(CC=C)N=C=O, CCOCC, CCOCC, [Cl-], [NH4+]. Product: C=CCC(N)(CC)CC=C. RXN SMILES: [Br-:17].[C:13](#[N:14])[CH2:15][CH3:16].[CH2:18]([Mg+:19])[CH:20]=[CH2:21].[CH2:1]([CH3:2])[C:3]([CH2:4][CH:5]=[CH2:6])([CH2:7][CH:8]=[CH2:9])[N:10]=[C:11]=[O:12].[CH3:22][CH2:23][O:24][CH2:25][CH3:26].[CH3:29][CH2:30][O:31][CH2:32][CH3:33].[Cl-:27].[NH4+:28]>>[CH2:1]([CH3:2])[C:3]([CH2:4][CH:5]=[CH2:6])([CH2:7][CH:8]=[CH2:9])[NH2:10]. The product is CS(=O)(=O)c1ccc(C(CC2CCC(=O)CC2)C(=O)O)cc1Cl. Reactants: COC(=O)C(CC1CCC(=O)CC1)c1ccc(S(C)(=O)=O)c(Cl)c1, CO, [Li+], [OH-], O. As a reaction SMILES: [CH3:1][O:2][C:3]([CH:4]([CH2:5][CH:6]1[CH2:7][CH2:8][C:9](=[O:12])[CH2:10][CH2:11]1)[c:13]1[cH:14][c:15]([Cl:23])[c:16]([S:19](=[O:20])(=[O:21])[CH3:22])[cH:17][cH:18]1)=[O:24].[CH3:27][OH:28].[Li+:25].[OH-:26].[OH2:29]>>[O:2]=[C:3]([CH:4]([CH2:5][CH:6]1[CH2:7][CH2:8][C:9](=[O:12])[CH2:10][CH2:11]1)[c:13]1[cH:14][c:15]([Cl:23])[c:16]([S:19](=[O:20])(=[O:21])[CH3:22])[cH:17][cH:18]1)[OH:24].